From a dataset of the Open Reaction Database (ORD), a public repository of structured organic reaction records. describe an organic reaction: reactants, conditions, products, and yield Starting materials: C1=CC=C(C=C1)P(C2=CC=CC=C2)C3=CC=CC=C3 (PPh3), CCOC(=O)/N=N/C(=O)OCC (DEAD), C(=O)(OC(C)(C)C)N1CC(C1)O (N-Boc-3-hydroxyazetidine), OC=1C=NC=CC1 (3-hydroxypyridine). Solvent: C1CCOC1 (THF), C1CCOC1 (THF). Conditions: temperature -20 celsius, time 10 minute. The product is C(C)(C)(C)OC(=O)N1CC(C1)OC=1C=NC=CC1 (3-(1-t-Butoxycarbonyl-3-azetidinyloxy)-pyridine). The yield is 63.9%. RXN SMILES: C1C=CC(P(C2C=CC=CC=2)C2C=CC=CC=2)=CC=1.CCOC(/N=N/C(OCC)=O)=O.[C:32]([N:39]1[CH2:42][CH:41]([OH:43])[CH2:40]1)([O:34][C:35]([CH3:38])([CH3:37])[CH3:36])=[O:33].O[C:45]1[CH:46]=[N:47][CH:48]=[CH:49][CH:50]=1>C1COCC1>[C:35]([O:34][C:32]([N:39]1[CH2:42][CH:41]([O:43][C:45]2[CH:46]=[N:47][CH:48]=[CH:49][CH:50]=2)[CH2:40]1)=[O:33])([CH3:38])([CH3:37])[CH3:36]. Procedure details: To 315 mg (1.2 mmol) of PPh3 in 5 mL of dry THF at −20° C. was added 189 μL (1.2 mmol) of DEAD dropwise. The solution was allowed to stir 10 min. at −20° C. After 10 min, a solution containing 173 mg (1 mmol) of N-Boc-3-hydroxyazetidine and 2 mL of dry THF was added dropwise. The solution was again allowed to stir 10 min at −20° C. After 10 min, to the solution was added 95 mg (1 mmol) of 3-hydroxypyridine at once. The solution was then slowly heated to 70° C. and allowed to stir at 70° C. overn... Reactants: CNC(=O)C=1C=NC(=CC1)OC1=CC2=C(CCNCC2)C=C1 (N-Methyl-6-(2,3,4,5-tetrahydro-1H-3-benzazepin-7-yloxy)-3-pyridinecarboxamide), CC1CC(CC1)=O (3-methyl cyclopentanone). Yields the product CNC(=O)C=1C=NC(=CC1)OC1=CC2=C(CCN(CC2)C2CC(CC2)C)C=C1 (N-Methyl-6-{[3-(3-methylcyclopentyl)-2,3,4,5-tetrahydro-1H-3-benzazepin-7-yl]oxy}-3-pyridinecarboxamide). RXN SMILES: [CH3:1][NH:2][C:3]([C:5]1[CH:6]=[N:7][C:8]([O:11][C:12]2[CH:22]=[CH:21][C:15]3[CH2:16][CH2:17][NH:18][CH2:19][CH2:20][C:14]=3[CH:13]=2)=[CH:9][CH:10]=1)=[O:4].[CH3:23][CH:24]1[CH2:28][CH2:27][C:26](=O)[CH2:25]1>>[CH3:1][NH:2][C:3]([C:5]1[CH:6]=[N:7][C:8]([O:11][C:12]2[CH:22]=[CH:21][C:15]3[CH2:16][CH2:17][N:18]([CH:26]4[CH2:27][CH2:28][CH:24]([CH3:23])[CH2:25]4)[CH2:19][CH2:20][C:14]=3[CH:13]=2)=[CH:9][CH:10]=1)=[O:4]. Reported procedure: Example 253 (E253) was prepared from N-Methyl-6-(2,3,4,5-tetrahydro-1H-3-benzazepin-7-yloxy)-3-pyridinecarboxamide (D40) and 3-methyl cyclopentanone using the method described for Example 223; MS (ES+) m/e 380 [M+H]+. Reactants: CC(C)CNC(=O)C(C)N, CC(C)O, CC(C)(C)OC(=O)NC(Cc1cc(F)cc(F)c1)C1CO1. The product is CC(C)CNC(=O)C(C)NCC(O)C(Cc1cc(F)cc(F)c1)NC(=O)OC(C)(C)C. RXN SMILES: [CH2:1]([CH:2]([CH3:3])[CH3:4])[NH:5][C:6]([CH:7]([NH2:8])[CH3:9])=[O:10].[CH:32]([OH:33])([CH3:34])[CH3:35].[F:11][c:12]1[cH:13][c:14]([CH2:19][CH:20]([CH:21]2[O:22][CH2:23]2)[NH:24][C:25]([O:26][C:27]([CH3:28])([CH3:29])[CH3:30])=[O:31])[cH:15][c:16]([F:18])[cH:17]1>>[CH2:1]([CH:2]([CH3:3])[CH3:4])[NH:5][C:6]([CH:7]([NH:8][CH2:23][CH:21]([CH:20]([CH2:19][c:14]1[cH:13][c:12]([F:11])[cH:17][c:16]([F:18])[cH:15]1)[NH:24][C:25]([O:26][C:27]([CH3:28])([CH3:29])[CH3:30])=[O:31])[OH:22])[CH3:9])=[O:10]. Reactants: NC1=CC=CC=C1 (aniline), C(Cl)C1CO1 (epichlorohydrin). Solvent: C(C)O (ethanol). The product is ClCC(CN(C1=CC=CC=C1)CC(CCl)O)O (N,N-bis(3-chloro-2-hydroxypropyl)-aniline). Isolated yield 75.0%. Reaction SMILES: [NH2:1][C:2]1[CH:7]=[CH:6][CH:5]=[CH:4][CH:3]=1.[CH2:8]([CH:10]1[O:12][CH2:11]1)[Cl:9]>C(O)C>[Cl:9][CH2:8][CH:10]([OH:12])[CH2:11][N:1]([CH2:11][CH:10]([OH:12])[CH2:8][Cl:9])[C:2]1[CH:7]=[CH:6][CH:5]=[CH:4][CH:3]=1. Procedure details: 1.0 mol of aniline and 2.4 mol of epichlorohydrin are heated in 375 ml of ethanol for 16 h under reflux. The solvent is then removed in vacuum and the residue introduced drop by drop into n-hexane. The crystals obtained are filtered off and dried (yield: 75%); MP: 60° C. Reactants: Brc1ccc2cnn(C3CCCCO3)c2c1, CCc1cc(OC)c(F)cc1B1OC(C)(C)C(C)(C)O1, [K+], [K+], [K+], C1COCCO1, O, O=P([O-])([O-])[O-], [Pd], c1ccc(P(c2ccccc2)c2ccccc2)cc1, c1ccc(P(c2ccccc2)c2ccccc2)cc1, c1ccc(P(c2ccccc2)c2ccccc2)cc1, c1ccc(P(c2ccccc2)c2ccccc2)cc1. Product: CCc1cc(OC)c(F)cc1-c1ccc2cnn(C3CCCCO3)c2c1. Reaction SMILES: [Br:1][c:2]1[cH:3][cH:4][c:5]2[cH:6][n:7][n:8]([CH:11]3[O:12][CH2:13][CH2:14][CH2:15][CH2:16]3)[c:9]2[cH:10]1.[CH2:17]([CH3:18])[c:19]1[c:20]([B:28]2[O:29][C:30]([CH3:31])([CH3:32])[C:33]([CH3:34])([CH3:35])[O:36]2)[cH:21][c:22]([F:27])[c:23]([O:25][CH3:26])[cH:24]1.[K+:42].[K+:43].[K+:44].[O:45]1[CH2:46][CH2:47][O:48][CH2:49][CH2:50]1.[OH2:51].[P:37]([O-:38])([O-:39])([O-:40])=[O:41].[Pd:52].[c:110]1([P:111]([c:112]2[cH:113][cH:114][cH:115][cH:116][cH:117]2)[c:118]2[cH:119][cH:120][cH:121][cH:122][cH:123]2)[cH:124][cH:125][cH:126][cH:127][cH:128]1.[c:53]1([P:54]([c:55]2[cH:56][cH:57][cH:58][cH:59][cH:60]2)[c:61]2[cH:62][cH:63][cH:64][cH:65][cH:66]2)[cH:67][cH:68][cH:69][cH:70][cH:71]1.[c:72]1([P:73]([c:74]2[cH:75][cH:76][cH:77][cH:78][cH:79]2)[c:80]2[cH:81][cH:82][cH:83][cH:84][cH:85]2)[cH:86][cH:87][cH:88][cH:89][cH:90]1.[c:91]1([P:92]([c:93]2[cH:94][cH:95][cH:96][cH:97][cH:98]2)[c:99]2[cH:100][cH:101][cH:102][cH:103][cH:104]2)[cH:105][cH:106][cH:107][cH:108][cH:109]1>>[c:2]1(-[c:20]2[c:19]([CH2:17][CH3:18])[cH:24][c:23]([O:25][CH3:26])[c:22]([F:27])[cH:21]2)[cH:3][cH:4][c:5]2[cH:6][n:7][n:8]([CH:11]3[O:12][CH2:13][CH2:14][CH2:15][CH2:16]3)[c:9]2[cH:10]1. Starting materials: N#Cc1ccc(N=C=O)cc1, CCCCc1ccc(C#Cc2ccc(CNCc3ccc(OCC(=O)OC)cc3)cc2)cc1, ClCCl, CN(C)C=O. Product: CCCCc1ccc(C#Cc2ccc(CN(Cc3ccc(OCC(=O)OC)cc3)C(=O)Nc3ccc(C#N)cc3)cc2)cc1. Reaction SMILES: [C:34](#[N:35])[c:36]1[cH:37][cH:38][c:39]([N:42]=[C:43]=[O:44])[cH:40][cH:41]1.[CH2:1]([CH2:2][CH2:3][CH3:4])[c:5]1[cH:6][cH:7][c:8]([C:11]#[C:12][c:13]2[cH:14][cH:15][c:16]([CH2:17][NH:18][CH2:19][c:20]3[cH:21][cH:22][c:23]([O:24][CH2:25][C:26](=[O:27])[O:28][CH3:29])[cH:30][cH:31]3)[cH:32][cH:33]2)[cH:9][cH:10]1.[Cl:50][CH2:51][Cl:52].[O:45]=[CH:46][N:47]([CH3:48])[CH3:49]>>[CH2:1]([CH2:2][CH2:3][CH3:4])[c:5]1[cH:6][cH:7][c:8]([C:11]#[C:12][c:13]2[cH:14][cH:15][c:16]([CH2:17][N:18]([CH2:19][c:20]3[cH:21][cH:22][c:23]([O:24][CH2:25][C:26](=[O:27])[O:28][CH3:29])[cH:30][cH:31]3)[C:43]([NH:42][c:39]3[cH:38][cH:37][c:36]([C:34]#[N:35])[cH:41][cH:40]3)=[O:44])[cH:32][cH:33]2)[cH:9][cH:10]1. The reactants are [N+](=O)([O-])C=1C(NC(=NC1)C1=C(C=CC=C1)OCCC)=O (5-nitro-2-(2-propoxyphenyl)-pyrimidin-4(3H)-one), [H][H] (hydrogen). The reagents and catalysts are [Pd] (palladium on carbon). Run in CO (methanol). The product is NC=1C(NC(=NC1)C1=C(C=CC=C1)OCCC)=O (5-Amino-2-(2-propoxyphenyl)pyrimidin-4(3H)-one). Reaction SMILES: [N+:1]([C:4]1[C:5](=[O:20])[NH:6][C:7]([C:10]2[CH:15]=[CH:14][CH:13]=[CH:12][C:11]=2[O:16][CH2:17][CH2:18][CH3:19])=[N:8][CH:9]=1)([O-])=O.[H][H]>CO.[Pd]>[NH2:1][C:4]1[C:5](=[O:20])[NH:6][C:7]([C:10]2[CH:15]=[CH:14][CH:13]=[CH:12][C:11]=2[O:16][CH2:17][CH2:18][CH3:19])=[N:8][CH:9]=1. Reported procedure: A mixture of 5-nitro-2-(2-propoxyphenyl)-pyrimidin-4(3H)-one (4.34 g) in methanol (120 ml) was treated with hydrogen at atmospheric pressure and ambient temperature in the presence of 10% palladium on carbon (170 mg) for five hours. The reaction mixture was filtered and the filtrate was evaporated under reduced pressure affording a dark oily residue. This was eluted from a silica column with chloroform and the combined fractions containing product were evaporated under reduced pressure to afford... Reactants: C1CC2=CC=CC=C2C(=O)C1 (alpha tetralone), title material, [N-]=[N+]=[N-].[Na+] (sodium azide). Run in OS(=O)(=O)O (H2SO4), C(Cl)Cl (CH2Cl2). Product: N1C(CCCC2=C1C=CC=C2)=O (2,3,4,5-tetrahydro-1H-1-benzazepin-2-one). As a reaction SMILES: [CH2:1]1[CH2:11][C:9](=[O:10])[C:8]2[C:3](=[CH:4][CH:5]=[CH:6][CH:7]=2)[CH2:2]1.[N-:12]=[N+]=[N-].[Na+]>OS(O)(=O)=O.C(Cl)Cl>[NH:12]1[C:8]2[CH:7]=[CH:6][CH:5]=[CH:4][C:3]=2[CH2:2][CH2:1][CH2:11][C:9]1=[O:10] |f:1.2|. Procedure: A sample of alpha tetralone (Aldrich, 36.5 g, 0.25 mol) was converted to the title material by the method of EXAMPLE 50 using 19.5 g (0.3 mol) of sodium azide in a mixture of 300 mL of conc H2SO4 and 100 mL of CH2Cl2. This procedure yielded after recrystallization from EtOH 12.1 g (30%) of the title product.